Task: describe an organic reaction: reactants, conditions, products, and yield. Dataset: the Open Reaction Database (ORD), a public repository of structured organic reaction records The reactants are CCN=C=NCCCN(C)C, CN(C)c1ccncc1, ClCCl, Cl, O=C(O)CN1CCC(c2ccccc2)(c2ccccc2)C1=O, NCCC(c1ccccc1)c1ccccc1. Yields the product O=C(CN1CCC(c2ccccc2)(c2ccccc2)C1=O)NCCC(c1ccccc1)c1ccccc1. As a reaction SMILES: [CH2:40]([N:41]=[C:42]=[N:43][CH2:44][CH2:45][CH2:46][N:47]([CH3:48])[CH3:49])[CH3:50].[CH3:54][N:55]([CH3:56])[c:57]1[cH:58][cH:59][n:60][cH:61][cH:62]1.[Cl:51][CH2:52][Cl:53].[ClH:39].[O:17]=[C:18]1[N:19]([CH2:35][C:36](=[O:37])[OH:38])[CH2:20][CH2:21][C:22]1([c:23]1[cH:24][cH:25][cH:26][cH:27][cH:28]1)[c:29]1[cH:30][cH:31][cH:32][cH:33][cH:34]1.[c:1]1([CH:7]([CH2:8][CH2:9][NH2:10])[c:11]2[cH:12][cH:13][cH:14][cH:15][cH:16]2)[cH:2][cH:3][cH:4][cH:5][cH:6]1>>[c:1]1([CH:7]([CH2:8][CH2:9][NH:10][C:36]([CH2:35][N:19]2[C:18](=[O:17])[C:22]([c:23]3[cH:24][cH:25][cH:26][cH:27][cH:28]3)([c:29]3[cH:30][cH:31][cH:32][cH:33][cH:34]3)[CH2:21][CH2:20]2)=[O:37])[c:11]2[cH:12][cH:13][cH:14][cH:15][cH:16]2)[cH:2][cH:3][cH:4][cH:5][cH:6]1. Reactants: CN, CCO, CCOC(=O)CCCSc1nccc(NC(N)=NCC(F)(F)F)n1. Product: CNC(=O)CCCSc1nccc(NC(N)=NCC(F)(F)F)n1. Reaction SMILES: [CH3:25][NH2:26].[CH3:27][CH2:28][OH:29].[F:1][C:2]([CH2:3][N:4]=[C:5]([NH:6][c:7]1[n:8][c:9]([S:13][CH2:14][CH2:15][CH2:16][C:17]([O:19][CH2:18][CH3:20])=[O:21])[n:10][cH:11][cH:12]1)[NH2:22])([F:23])[F:24]>>[F:1][C:2]([CH2:3][N:4]=[C:5]([NH:6][c:7]1[n:8][c:9]([S:13][CH2:14][CH2:15][CH2:16][C:17](=[O:19])[NH:26][CH3:25])[n:10][cH:11][cH:12]1)[NH2:22])([F:23])[F:24]. Starting materials: hydrochloride salt, [(R-8-(2.5-dichlorophenyl)-6-fluoro-2H-chromen-2-yl]methyl}amine, N(=[N+]=[N-])C[C@@H]1OC2=C(C=C(C=C2CC1)F)C1=C(C=CC(=C1)Cl)Cl ((R)-2-azidomethyl-8-(2,5-dichloro-phenyl)-6-fluoro-chroman), C1(=CC=CC=C1)P(C1=CC=CC=C1)C1=CC=CC=C1 (triphenylphosphine), CO (MeOH), CO (methanol), Cl (hydrochloric acid). Run in C(Cl)Cl (methylene chloride), C(C)(=O)OCC (ethyl acetate), [NH4+].[OH-] (NH4OH), O1CCCC1 (tetrahydrofuran), O (water). Run at time 24 hour. The product is Cl.ClC1=C(C=C(C=C1)Cl)C=1C=C(C=C2C=C[C@@H](OC12)CN)F ({[(2R)-8-(2,5-dichlorophenyl)-6-fluoro-2H-chromen-2-yl]methyl}amine hydrochloride). RXN SMILES: [N:1]([CH2:4][C@H:5]1[CH2:14][CH2:13][C:12]2[C:7](=[C:8]([C:16]3[CH:21]=[C:20]([Cl:22])[CH:19]=[CH:18][C:17]=3[Cl:23])[CH:9]=[C:10]([F:15])[CH:11]=2)[O:6]1)=[N+]=[N-].C1(P(C2C=CC=CC=2)C2C=CC=CC=2)C=CC=CC=1.CO.Cl>O1CCCC1.O.C(Cl)Cl.[NH4+].[OH-].C(OCC)(=O)C>[ClH:22].[Cl:23][C:17]1[CH:18]=[CH:19][C:20]([Cl:22])=[CH:21][C:16]=1[C:8]1[CH:9]=[C:10]([F:15])[CH:11]=[C:12]2[C:7]=1[O:6][C@@H:5]([CH2:4][NH2:1])[CH:14]=[CH:13]2 |f:7.8,10.11|. Procedure details: To a solution of (R)-2-azidomethyl-8-(2,5-dichloro-phenyl)-6-fluoro-chroman (240 mg, 0.68 mmol) in tetrahydrofuran (10 mL) and water (0.5 mL) was added triphenylphosphine (0.27 g, 10.2 mmol) and the reaction mixture stirred at room temperature for 24 hours. The solvent was removed under vacuum to form a colorless oil. Chromatography with 0–5% methanol in methylene chloride plus 1% NH4OH afforded {[(R-8-(2.5-dichlorophenyl)-6-fluoro-2H-chromen-2-yl]methyl}amine as a colorless oil. The oil was dis... Starting materials: COC1=CCC2=C(CCC3C2CCC2(C)C(CO)CCC32)C1, CO, C1CCOC1, O, O=C(O)C(=O)O. The product is CC12CCC3C4=C(CCC3C1CCC2CO)CC(=O)CC4. RXN SMILES: [CH3:1][O:2][C:3]1=[CH:20][CH2:19][C:18]2=[C:5]([CH2:4]1)[CH2:6][CH2:7][CH:8]1[CH:9]3[CH2:10][CH2:11][CH:12]([CH2:21][OH:22])[C:13]3([CH3:14])[CH2:15][CH2:16][CH:17]12.[CH3:29][OH:30].[O:31]1[CH2:32][CH2:33][CH2:34][CH2:35]1.[OH2:36].[OH:23][C:24]([C:25](=[O:26])[OH:27])=[O:28]>>[O:2]=[C:3]1[CH2:4][C:5]2=[C:18]([CH:17]3[CH:8]([CH2:7][CH2:6]2)[CH:9]2[CH2:10][CH2:11][CH:12]([CH2:21][OH:22])[C:13]2([CH3:14])[CH2:15][CH2:16]3)[CH2:19][CH2:20]1. The reactants are C(C(=C)C)(=O)OC (methyl methacrylate), C(C1=CC=CC=C1)N (benzylamine). Run in CO (methanol). Conditions: temperature 70 celsius, time 2 day. The product is C(C1=CC=CC=C1)NCC(C(=O)OC)C (methyl 3-(benzylamino)-2-methylpropanoate). The yield is 78.9%. Reaction SMILES: [C:1]([O:6][CH3:7])(=[O:5])[C:2]([CH3:4])=[CH2:3].[CH2:8]([NH2:15])[C:9]1[CH:14]=[CH:13][CH:12]=[CH:11][CH:10]=1>CO>[CH2:8]([NH:15][CH2:3][CH:2]([CH3:4])[C:1]([O:6][CH3:7])=[O:5])[C:9]1[CH:14]=[CH:13][CH:12]=[CH:11][CH:10]=1. Procedure: A mixture of methyl methacrylate (7 mL, 0.067 mol, 1.0 equiv), benzylamine (6 mL, 0.055 mol, 0.8 equiv) in methanol (5 ml) was stirred at 70° C. for 2 days. After evaporation of the volatiles, the crude product was purified by flash chromatography (DCM:MeOH=20:1) to give compound methyl 3-(benzylamino)-2-methylpropanoate 9 g, yield: 65%) as a yellow oil. 1H NMR (400 MHz, CDCl3) δ 7.32-7.24 (m, 5H), 3.79 (s, 2H), 3.68 (s, 3H), 2.88-2.85 (m, 1H), 2.71-2.63 (m, 2H), 1.16 (d, 3H). The reactants are C(C1=CC=CC=C1)N1C2=C(N[C@H]3[C@H](C1)CCC3)C=CC=C2 ((3aR*,10aS*)-9-benzyl-1,2,3,3a,4,9,10,10a-octahydrobenzo[b]cyclopenta-[e][1,4]diazepine), Cl.C(C)O (HCl ethanol). Run in C(C)O (ethanol). Product: Cl.C(C1=CC=CC=C1)N1C2=C(N[C@H]3[C@H](C1)CCC3)C=CC=C2 ((3aR*,10aS*)-9-Benzyl-1,2,3,3a,4,9,10,10a-octahydrobenzo[b]cyclopenta[e][1,4]diazepine hydrochloride). Reaction SMILES: [ClH:1].C(O)C.[CH2:5]([N:12]1[CH2:18][C@@H:17]2[CH2:19][CH2:20][CH2:21][C@H:16]2[NH:15][C:14]2[CH:22]=[CH:23][CH:24]=[CH:25][C:13]1=2)[C:6]1[CH:11]=[CH:10][CH:9]=[CH:8][CH:7]=1>C(O)C>[ClH:1].[CH2:5]([N:12]1[CH2:18][C@@H:17]2[CH2:19][CH2:20][CH2:21][C@H:16]2[NH:15][C:14]2[CH:22]=[CH:23][CH:24]=[CH:25][C:13]1=2)[C:6]1[CH:7]=[CH:8][CH:9]=[CH:10][CH:11]=1 |f:0.1,4.5|. Procedure: In ethanol was dissolved (3aR*,10aS*)-9-benzyl-1,2,3,3a,4,9,10,10a-octahydrobenzo[b]cyclopenta-[e][1,4]diazepine produced in Working Example 42. To the solution was added a 2.43N HCl-ethanol solution. This solution was concentrated under reduced pressure, and the concentrate was crystallized from ethanol to give the titled compound, m.p. 177°-179° C. Starting materials: C(C)(=O)C1=C(C(=C(CNC2=CC=C(C(=O)OCC)C=C2)C=C1)CCC)O (Ethyl 4-(4-acetyl-3-hydroxy-2-propylbenzylamino)benzoate), Cl (hydrochloric acid). Product: C(C)(=O)C1=C(C(=C(CNC2=CC=C(C(=O)O)C=C2)C=C1)CCC)O (4-(4-Acetyl-3-hydroxy-2-propylbenzylamino)benzoic acid). As a reaction SMILES: [C:1]([C:4]1[CH:22]=[CH:21][C:7]([CH2:8][NH:9][C:10]2[CH:20]=[CH:19][C:13]([C:14]([O:16]CC)=[O:15])=[CH:12][CH:11]=2)=[C:6]([CH2:23][CH2:24][CH3:25])[C:5]=1[OH:26])(=[O:3])[CH3:2].Cl>>[C:1]([C:4]1[CH:22]=[CH:21][C:7]([CH2:8][NH:9][C:10]2[CH:20]=[CH:19][C:13]([C:14]([OH:16])=[O:15])=[CH:12][CH:11]=2)=[C:6]([CH2:23][CH2:24][CH3:25])[C:5]=1[OH:26])(=[O:3])[CH3:2]. Reported procedure: A solution of 7.1 g. of the ester prepared in Example 46 in 100 ml. of hydrochloric acid was heated to reflux for one hour. The precipitate which formed on cooling was recovered by filtration and dried to give 1.3 g. of the desired title product, m.p. 202°-204° C. The reactants are FC=1C=C(CBr)C=C(C1)C(F)(F)F (3-fluoro-5-(trifluoromethyl)benzylbromide), C(C)(C)C=1C=CC(=C(C1)C1=C(C=C(C=C1)C(F)(F)F)CNC1=NC=C(C=N1)N1CCOCC1)OC ((5′-Isopropyl-2′-methoxy-4-trifluoromethyl-biphenyl-2-ylmethyl)-(5-morpholin-4-yl-pyrimidin-2-yl)-amine), [H-].[Na+] (sodium hydride). The solvent is [Cl-].[Na+].O (brine), CN(C=O)C (N,N-dimethylformamide). Reaction conditions: time 2 hour. The product is FC=1C=C(CN(C2=NC=C(C=N2)N2CCOCC2)CC2=C(C=CC(=C2)C(F)(F)F)C2=C(C=CC(=C2)C(C)C)OC)C=C(C1)C(F)(F)F ((3-fluoro-5-trifluoromethyl-benzyl)-(5′-isopropyl-2′-methoxy-4-trifluoromethyl-biphenyl-2-ylmethyl)-(5-morpholin-4-yl-pyrimidin-2-yl)-amine). The yield is 64.6%. Reaction SMILES: [CH:1]([C:4]1[CH:5]=[CH:6][C:7]([O:34][CH3:35])=[C:8]([C:10]2[CH:15]=[CH:14][C:13]([C:16]([F:19])([F:18])[F:17])=[CH:12][C:11]=2[CH2:20][NH:21][C:22]2[N:27]=[CH:26][C:25]([N:28]3[CH2:33][CH2:32][O:31][CH2:30][CH2:29]3)=[CH:24][N:23]=2)[CH:9]=1)([CH3:3])[CH3:2].[F:36][C:37]1[CH:38]=[C:39]([CH:42]=[C:43]([C:45]([F:48])([F:47])[F:46])[CH:44]=1)[CH2:40]Br.[H-].[Na+]>CN(C)C=O.[Cl-].[Na+].O>[F:36][C:37]1[CH:38]=[C:39]([CH:42]=[C:43]([C:45]([F:46])([F:47])[F:48])[CH:44]=1)[CH2:40][N:21]([CH2:20][C:11]1[CH:12]=[C:13]([C:16]([F:17])([F:19])[F:18])[CH:14]=[CH:15][C:10]=1[C:8]1[CH:9]=[C:4]([CH:1]([CH3:3])[CH3:2])[CH:5]=[CH:6][C:7]=1[O:34][CH3:35])[C:22]1[N:27]=[CH:26][C:25]([N:28]2[CH2:29][CH2:30][O:31][CH2:32][CH2:33]2)=[CH:24][N:23]=1 |f:2.3,5.6.7|. Procedure details: (5′-Isopropyl-2′-methoxy-4-trifluoromethyl-biphenyl-2-ylmethyl)-(5-morpholin-4-yl-pyrimidin-2-yl)-amine (500 mg) is dissolved in N,N-dimethylformamide (3 ml), and thereto is added 3-fluoro-5-(trifluoromethyl)benzylbromide (528 mg) and thereto is added sodium hydride (60%) (82 mg) under ice-cooling, and the mixture is stirred at room temperature for 2 hours and a half. To the reaction solution are added a saturated brine, and the mixture is extracted with ethyl acetate. The organic layer is washe... Procedure: To a mixture of compound 87c (95.0 mg, 0.214 mmol), 4-(4,4,5,5-tetramethyl-1,3,2-dioxaborolan-2-yl)pyridine (48.2 mg, 0.235 mmol), Cs2CO3 (174 mg, 0.534 mmol), and Pd(dppf)2.CH2Cl2 (17.5 mg, 0.0214 mmol) in 1,4-dioxane (3 mL) was added 1.5 mL of water. The resulting mixture was stirred at 90° C. for 4 h. After cooling to rt, the mixture was treated with EtOAc (30 mL) and washed with H2O (2×10 mL) and brine (10 mL). Removal of the solvent gave a residue, which was purified by flash column chromat... The reactants are ClC=1C=2N(C(=CN1)C=1C=CC(=NC1)N1CCN(CC1)C(=O)OC(C)(C)C)C=C(N2)CO (tert-Butyl 4-(5-(8-chloro-2-(hydroxymethyl)imidazo[1,2-a]pyrazin-5-yl)pyridin-2-yl)piperazine-1-carboxylate), CC1(OB(OC1(C)C)C1=CC=NC=C1)C (4-(4,4,5,5-tetramethyl-1,3,2-dioxaborolan-2-yl)pyridine), C(=O)([O-])[O-].[Cs+].[Cs+] (Cs2CO3), Pd(dppf)2, C(Cl)Cl (CH2Cl2). RXN SMILES: Cl[C:2]1[C:3]2[N:4]([CH:27]=[C:28]([CH2:30][OH:31])[N:29]=2)[C:5]([C:8]2[CH:9]=[CH:10][C:11]([N:14]3[CH2:19][CH2:18][N:17]([C:20]([O:22][C:23]([CH3:26])([CH3:25])[CH3:24])=[O:21])[CH2:16][CH2:15]3)=[N:12][CH:13]=2)=[CH:6][N:7]=1.CC1(C)C(C)(C)OB([C:40]2[CH:45]=[CH:44][N:43]=[CH:42][CH:41]=2)O1.C([O-])([O-])=O.[Cs+].[Cs+].C(Cl)Cl>O1CCOCC1.CCOC(C)=O.O>[OH:31][CH2:30][C:28]1[N:29]=[C:3]2[C:2]([C:40]3[CH:45]=[CH:44][N:43]=[CH:42][CH:41]=3)=[N:7][CH:6]=[C:5]([C:8]3[CH:9]=[CH:10][C:11]([N:14]4[CH2:15][CH2:16][N:17]([C:20]([O:22][C:23]([CH3:25])([CH3:24])[CH3:26])=[O:21])[CH2:18][CH2:19]4)=[N:12][CH:13]=3)[N:4]2[CH:27]=1 |f:2.3.4|. Solvent: O1CCOCC1 (1,4-dioxane), O (water), CCOC(=O)C (EtOAc). Product: OCC=1N=C2N(C(=CN=C2C2=CC=NC=C2)C=2C=CC(=NC2)N2CCN(CC2)C(=O)OC(C)(C)C)C1 (tert-Butyl 4-(5-(2-(hydroxymethyl)-8-(pyridin-4-yl)imidazo[1,2-a]pyrazin-5-yl)pyridin-2-yl)piperazine-1-carboxylate). Run at temperature 90 celsius, time 4 hour.